This data is from the Open Reaction Database (ORD), a public repository of structured organic reaction records. The task is: describe an organic reaction: reactants, conditions, products, and yield Starting materials: [Al+3], COc1cc(C)cc(OC)c1, [Cl-], [Cl-], [Cl-], [Na+], O=[N+]([O-])c1ccccc1, O=C1CCC(=O)O1, [OH-]. The product is COc1cc(C)c(C(=O)CCC(=O)O)c(OC)c1. As a reaction SMILES: [Al+3:20].[CH3:1][O:2][c:3]1[cH:4][c:5]([O:10][CH3:11])[cH:6][c:7]([CH3:9])[cH:8]1.[Cl-:19].[Cl-:21].[Cl-:22].[Na+:24].[O-:25][N+:26]([c:27]1[cH:28][cH:29][cH:30][cH:31][cH:32]1)=[O:33].[O:12]=[C:13]1[CH2:14][CH2:15][C:16](=[O:17])[O:18]1.[OH-:23]>>[CH3:1][O:2][c:3]1[cH:4][c:5]([O:10][CH3:11])[c:6]([C:16]([CH2:15][CH2:14][C:13](=[O:12])[OH:18])=[O:17])[c:7]([CH3:9])[cH:8]1. Starting materials: NC1=NNC=N1 (3-amino-1,2,4-triazole), ClC1=C(C=C(C#N)C#N)C=CC(=C1)Cl ((2,4-dichlorobenzylidene)malononitrile), ClC1=C(C=C(C#N)C#N)C=CC(=C1)Cl ((2,4-dichlorobenzylidene)malononitrile). The solvent is N1=CC=CC=C1 (pyridine). Product: NC1=C(C(=NC=2N1N=CN2)C2=C(C=C(C=C2)Cl)Cl)C#N (7-Amino-5-(2,4-dichlorophenyl)[1,2,4]triazolo[1,5-a]pyrimidine-6-carbonitrile). Reaction SMILES: [NH2:1][C:2]1[N:6]=[CH:5][NH:4][N:3]=1.[Cl:7][C:8]1[CH:19]=[C:18]([Cl:20])[CH:17]=[CH:16][C:9]=1[CH:10]=[C:11]([C:14]#[N:15])[C:12]#[N:13]>N1C=CC=CC=1>[NH2:15][C:14]1[N:3]2[N:4]=[CH:5][N:6]=[C:2]2[N:1]=[C:10]([C:9]2[CH:16]=[CH:17][C:18]([Cl:20])=[CH:19][C:8]=2[Cl:7])[C:11]=1[C:12]#[N:13]. Procedure: A solution of 157 mg (1.87 mmol) of 3-amino-1,2,4-triazole and 417 mg (1.87 mmol) of (2,4-dichlorobenzylidene)malononitrile (Intermediate 1) in 4.7 mL of anhydrous pyridine was stirred at reflux under air for 22 h and then cooled and concentrated in vacuo. The residue was partitioned between 5% aqueous citric acid solution and a 1:1 mixture of ethyl acetate and tetrahydrofuran. The organic phase was washed once more with the citric acid solution and then (after addition of some more tetrahydrofu... Starting materials: C(C)C1(NC(CC(C1C)=O)(C)CC)C (2,6-diethyl-2,3,6-trimethyl-4-piperidone), C([O-])([O-])=O.[NH4+].[NH4+] (ammonium carbonate), [C-]#N.[K+] (potassium cyanide), C(C)O (ethanol). The product is C(C)C1(C(C2(C(NC(N2)=O)=O)CC(N1)(C)CC)C)C (7,9-diethyl-6,7,9-trimethyl-1,3,8-triazaspiro[4.5]decane-2,4-dione). Reaction SMILES: [CH2:1]([C:3]1([CH3:14])[CH:8]([CH3:9])[C:7](=O)[CH2:6][C:5]([CH2:12][CH3:13])([CH3:11])[NH:4]1)[CH3:2].[C:15](=[O:18])([O-])[O-].[NH4+:19].[NH4+:20].[C-]#N.[K+].[CH2:24]([OH:26])C>>[CH2:1]([C:3]1([CH3:14])[NH:4][C:5]([CH2:12][CH3:13])([CH3:11])[CH2:6][C:7]2([NH:20][C:24](=[O:26])[NH:19][C:15]2=[O:18])[CH:8]1[CH3:9])[CH3:2] |f:1.2.3,4.5|. Procedure details: To a solution of 115 g of 2,6-diethyl-2,3,6-trimethyl-4-piperidone in 600 ml of 50% ethanol were added 168 g of ammonium carbonate and 57.8 g of potassium cyanide; the mixture was then heated at 60° - 70° C for 8 hours. The resulting mixture was then filtered and washed with water and cold methanol, after which the solvent was evaporated off, giving 78.0 g of Compound 1, mp 263° - 267° C (decomposition).